The task is: describe an organic reaction: reactants, conditions, products, and yield. This data is from the Open Reaction Database (ORD), a public repository of structured organic reaction records. Reactants: N1(CCCC1)C1=CC=C(C=C1)C(C(=O)O)(C)C1=CC=C(C=C1)N1CCCC1 (2,2-bis(4-pyrrolidinophenyl)propionic acid), [Pb](=O)=O (lead dioxide). Solvent: C1(=CC=CC=C1)C (toluene). Conditions: time 1 hour. Product: N1(CCCC1)C1=CC=C(C=C1)C(=C)C1=CC=C(C=C1)N1CCCC1 (1,1-bis(4-pyrrolidinophenyl)ethylene). Isolated yield 75.5%. Reaction SMILES: [N:1]1([C:6]2[CH:11]=[CH:10][C:9]([C:12]([C:17]3[CH:22]=[CH:21][C:20]([N:23]4[CH2:27][CH2:26][CH2:25][CH2:24]4)=[CH:19][CH:18]=3)(C)[C:13](O)=O)=[CH:8][CH:7]=2)[CH2:5][CH2:4][CH2:3][CH2:2]1.[Pb](=O)=O>C1(C)C=CC=CC=1>[N:1]1([C:6]2[CH:7]=[CH:8][C:9]([C:12]([C:17]3[CH:22]=[CH:21][C:20]([N:23]4[CH2:24][CH2:25][CH2:26][CH2:27]4)=[CH:19][CH:18]=3)=[CH2:13])=[CH:10][CH:11]=2)[CH2:2][CH2:3][CH2:4][CH2:5]1. Procedure: Into 500 ml of toluene was dissolved 5 g of 2,2-bis(4-pyrrolidinophenyl)propionic acid. Thereto was added 3.7 g of lead dioxide and the mixture was reacted at room temperature with stirring for one hour. The lead compound was removed by filtration and the toluene layer was washed with 100 ml of 5% aqueous solution of sodium hydroxide. Toluene was removed by distillation at a reduced pressure. The residue was recrystallized from ethanol to obtain 3.3 g (yield 76%) of 1,1-bis(4-pyrrolidinophenyl)e... Reactants: CC(C)(C)C=1C=CC2=C(SC(=C2O)C2=CC=CC=C2)N1 (6(1,1-dimethylethyl)-3-hydroxy-2-phenyl-7-azabenzo[b]thiophene), C(C)(=O)[O-].[Na+] (sodium acetate). The solvent is C(C)(=O)OC(C)=O (acetic anhydride). The product is C(C)(=O)OC=1C2=C(SC1C1=CC=CC=C1)N=C(C=C2)C(C)(C)C (3-Acetoxy-6-(1,1-dimethylethyl)-2-phenyl-7-azabenzo[b]thiophene). Isolated yield 91.6%. Reaction SMILES: [CH3:1][C:2]([C:5]1[CH:6]=[CH:7][C:8]2[C:12]([OH:13])=[C:11]([C:14]3[CH:19]=[CH:18][CH:17]=[CH:16][CH:15]=3)[S:10][C:9]=2[N:20]=1)([CH3:4])[CH3:3].[C:21]([O-])(=[O:23])[CH3:22].[Na+]>C(OC(=O)C)(=O)C>[C:21]([O:13][C:12]1[C:8]2[CH:7]=[CH:6][C:5]([C:2]([CH3:1])([CH3:3])[CH3:4])=[N:20][C:9]=2[S:10][C:11]=1[C:14]1[CH:15]=[CH:16][CH:17]=[CH:18][CH:19]=1)(=[O:23])[CH3:22] |f:1.2|. Reported procedure: A solution of 1.42 g (5 mmol) of 6(1,1-dimethylethyl)-3-hydroxy-2-phenyl-7-azabenzo[b]thiophene and 1.42 g sodium acetate in 20 mL of acetic anhydride was heated at reflux for 1 hour. The solution was concentrated and the residue was partitioned between ether and water. The ether layer was washed with sodium bicarbonate solution and brine, dried and concentrated. The residue was crystallized from ether-hexane to afford 1.49 g (91%) of fine white needles, m.p. 128°-9° C. Reactants: ClC1=CC=C(C=C1)C(OC1CCNCC1)C1=NC=CC=C1 (4-[(4-chlorophenyl)-2-pyridylmethoxy]piperidine), BrCCC(=O)OCC (ethyl 3-bromopropionate), C([O-])([O-])=O.[K+].[K+] (potassium carbonate). Solvent: O1CCOCC1 (dioxane). Conditions: temperature 80 celsius. The product is ClC1=CC=C(C=C1)C(OC1CCN(CC1)CCC(=O)OCC)C1=NC=CC=C1 (ethyl 3-[4-[(4-chlorophenyl)-2-pyridylmethoxy]-1-piperidyl]-propionate). The yield is 66.8%. RXN SMILES: [Cl:1][C:2]1[CH:7]=[CH:6][C:5]([CH:8]([C:16]2[CH:21]=[CH:20][CH:19]=[CH:18][N:17]=2)[O:9][CH:10]2[CH2:15][CH2:14][NH:13][CH2:12][CH2:11]2)=[CH:4][CH:3]=1.Br[CH2:23][CH2:24][C:25]([O:27][CH2:28][CH3:29])=[O:26].C(=O)([O-])[O-].[K+].[K+]>O1CCOCC1>[Cl:1][C:2]1[CH:7]=[CH:6][C:5]([CH:8]([C:16]2[CH:21]=[CH:20][CH:19]=[CH:18][N:17]=2)[O:9][CH:10]2[CH2:11][CH2:12][N:13]([CH2:23][CH2:24][C:25]([O:27][CH2:28][CH3:29])=[O:26])[CH2:14][CH2:15]2)=[CH:4][CH:3]=1 |f:2.3.4|. Procedure: 2.00 g (6.61 mmol) of 4-[(4-chlorophenyl)-2-pyridylmethoxy]piperidine and 1.43 g (7.90 mmol) of ethyl 3-bromopropionate were dissolved in 10 ml of dioxane, and 1.09 g (7.89 mmol) of potassium carbonate was added to the mixed solution, and then the mixture was stirred under heating at an oil bath temperature of around 80° C. for 8 hours. After the reaction, the insolubles were filtered off, and the filtrate was concentrated under reduced pressure. The residue was separated by silica gel column ch... Starting materials: CCn1c(SC)nc(C(F)(F)F)cc1=O, CCOC(C)=O, [H-], Nc1cc(Cl)ccc1Cl, [Na+], CN(C)C=O. Yields the product CCn1c(Nc2cc(Cl)ccc2Cl)nc(C(F)(F)F)cc1=O. Reaction SMILES: [CH2:12]([CH3:13])[n:14]1[c:15]([S:25][CH3:26])[n:16][c:17]([C:21]([F:22])([F:23])[F:24])[cH:18][c:19]1=[O:20].[CH3:27][CH2:28][O:29][C:30](=[O:31])[CH3:32].[H-:10].[NH2:1][c:2]1[cH:3][c:4]([Cl:5])[cH:6][cH:7][c:8]1[Cl:9].[Na+:11].[O:33]=[CH:34][N:35]([CH3:36])[CH3:37]>>[NH:1]([c:2]1[cH:3][c:4]([Cl:5])[cH:6][cH:7][c:8]1[Cl:9])[c:15]1[n:14]([CH2:12][CH3:13])[c:19](=[O:20])[cH:18][c:17]([C:21]([F:22])([F:23])[F:24])[n:16]1. Starting materials: O1C(=CC=C1)C=1OC(=C(N1)COC1=CC=C(COC2=NN(C=C2C=O)C2=CC=CC=C2)C=C1)C (3-[(4-{[2-(2-furyl)-5-methyl-1,3-oxazol-4-yl]methoxy}benzyl)oxy]-1-phenyl-1H-pyrazole-4-carbaldehyde), C(C)OP(=O)(OCC)CC(=O)OCC (ethyl diethylphosphonoacetate), CN(C=O)C (N,N-dimethylformamide), [H-].[Na+] (sodium hydride). Solvent: O (Water). Conditions: time 15 hour. Product: O1C(=CC=C1)C=1OC(=C(N1)COC1=CC=C(COC2=NN(C=C2/C=C/C(=O)OCC)C2=CC=CC=C2)C=C1)C (ethyl (2E)-3-(3-[(4-{[2-(2-furyl)-5-methyl-1,3-oxazol-4-yl]methoxy}benzyl)oxy]-1-phenyl-1H-pyrazol-4-yl}-2-propenoate). Yield: 83.2%. Reaction SMILES: [O:1]1[CH:5]=[CH:4][CH:3]=[C:2]1[C:6]1[O:7][C:8]([CH3:34])=[C:9]([CH2:11][O:12][C:13]2[CH:33]=[CH:32][C:16]([CH2:17][O:18][C:19]3[C:23]([CH:24]=O)=[CH:22][N:21]([C:26]4[CH:31]=[CH:30][CH:29]=[CH:28][CH:27]=4)[N:20]=3)=[CH:15][CH:14]=2)[N:10]=1.C(OP([CH2:43][C:44]([O:46][CH2:47][CH3:48])=[O:45])(OCC)=O)C.CN(C)C=O.[H-].[Na+]>O>[O:1]1[CH:5]=[CH:4][CH:3]=[C:2]1[C:6]1[O:7][C:8]([CH3:34])=[C:9]([CH2:11][O:12][C:13]2[CH:14]=[CH:15][C:16]([CH2:17][O:18][C:19]3[C:23](/[CH:24]=[CH:43]/[C:44]([O:46][CH2:47][CH3:48])=[O:45])=[CH:22][N:21]([C:26]4[CH:31]=[CH:30][CH:29]=[CH:28][CH:27]=4)[N:20]=3)=[CH:32][CH:33]=2)[N:10]=1 |f:3.4|. Procedure details: To a mixture of 3-[(4-{[2-(2-furyl)-5-methyl-1,3-oxazol-4-yl]methoxy}benzyl)oxy]-1-phenyl-1H-pyrazole-4-carbaldehyde (0.50 g), ethyl diethylphosphonoacetate (0.25 g) and N,N-dimethylformamide (20 mL) was added sodium hydride (60% in oil, 0.050 g) under ice-cooling. The mixture was stirred at room temperature for 15 hrs. Water was added to the reaction mixture and the precipitated crystals were collected by filtration to give ethyl (2E)-3-(3-[(4-{[2-(2-furyl)-5-methyl-1,3-oxazol-4-yl]methoxy}benz... Reactants: CN1C(N(C=2N=C(NC2C1=O)CC1=CC=C(C=C1)NS(=O)(=O)C=1C(=NN(C1Cl)C)C)C)=O (5-Chloro-1,3-dimethyl-1H-pyrazole-4-sulfonic acid {4-[1,3-dimethyl-2,6-dioxo-2,3,6,7-tetrahydro-1H-purin-8-ylmethyl]-phenyl}-amide). Solvent: CO (methanol). Reaction conditions: time 24 hour. Yields the product CN1C(N(C=2N=C(NC2C1=O)CC1=CC=C(C=C1)NS(=O)(=O)C=1C(=NN(C1)C)C)C)=O (1,3-Dimethyl-1H-pyrazole-4-sulfonic acid [4-(1,3-dimethyl-2,6-dioxo-2,3,6,7-tetrahydro-1H-purin-8-ylmethyl)-phenyl]-amide). Reaction SMILES: [CH3:1][N:2]1[C:10](=[O:11])[C:9]2[NH:8][C:7]([CH2:12][C:13]3[CH:18]=[CH:17][C:16]([NH:19][S:20]([C:23]4[C:24]([CH3:30])=[N:25][N:26]([CH3:29])[C:27]=4Cl)(=[O:22])=[O:21])=[CH:15][CH:14]=3)=[N:6][C:5]=2[N:4]([CH3:31])[C:3]1=[O:32]>CO>[CH3:1][N:2]1[C:10](=[O:11])[C:9]2[NH:8][C:7]([CH2:12][C:13]3[CH:18]=[CH:17][C:16]([NH:19][S:20]([C:23]4[C:24]([CH3:30])=[N:25][N:26]([CH3:29])[CH:27]=4)(=[O:22])=[O:21])=[CH:15][CH:14]=3)=[N:6][C:5]=2[N:4]([CH3:31])[C:3]1=[O:32]. Procedure: 5-Chloro-1,3-dimethyl-1H-pyrazole-4-sulfonic acid {4-[1,3-dimethyl-2,6-dioxo-2,3,6,7-tetrahydro-1H-purin-8-ylmethyl]-phenyl}-amide (0.082 mmol) was dissolved in methanol (70 mL) and dichloromethane (10 mL) and the reaction vessel flushed with argon before adding 10% palladium on carbon (100 mg). The reaction vessel was charged with hydrogen gas at 50 psi pressure and shaken for 24 hrs. Additional 10% palladium on carbon (50 mg) was added and hydrogenolysis continued at 50 psi pressure of hydroge... The reactants are ClC1=C(C=CC=2NC(=NC21)C(F)(F)F)OC (4-chloro-5-(methyloxy)-2-(trifluoromethyl)-1H-benzimidazole), O(S(=O)(=O)C(F)(F)F)CC(F)(F)F (trifluoroethyl triflate). The product is ClC1=C(C=CC=2N(C(=NC21)C(F)(F)F)CC(F)(F)F)OC (4-Chloro-5-(methyloxy)-1-(2,2,2-trifluoroethyl)-2-(trifluoromethyl)-1H-benzimidazole). Reaction SMILES: [Cl:1][C:2]1[C:10]2[N:9]=[C:8]([C:11]([F:14])([F:13])[F:12])[NH:7][C:6]=2[CH:5]=[CH:4][C:3]=1[O:15][CH3:16].O([CH2:25][C:26]([F:29])([F:28])[F:27])S(C(F)(F)F)(=O)=O>>[Cl:1][C:2]1[C:10]2[N:9]=[C:8]([C:11]([F:12])([F:13])[F:14])[N:7]([CH2:25][C:26]([F:29])([F:28])[F:27])[C:6]=2[CH:5]=[CH:4][C:3]=1[O:15][CH3:16]. Procedure details: Synthesized as described in Example 195D from 4-chloro-5-(methyloxy)-2-(trifluoromethyl)-1H-benzimidazole and trifluoroethyl triflate: MS (ESI) m/z 333 (M+1). Reactants: ClC1=CC=C(OC2=C(C=CC=C2)N)C=C1 (2-(4-chlorophenoxy)phenylamine), C1(CCCC1)C(=O)N1CCC(CC1)=O (1-cyclopentylcarbonyl-4-piperidone), C(C)(=O)O (acetic acid), C(C)(=O)O[BH-](OC(C)=O)OC(C)=O.[Na+] (sodium triacetoxyborohydride). The solvent is ClCCCl (DCE). Reaction conditions: temperature 100 celsius. The product is ClC1=CC=C(OC2=C(C=CC=C2)NC2CCN(CC2)C(=O)C2CCCC2)C=C1 ({4-[2-(4-chlorophenoxy)phenylamino]-piperidin-1-yl}-cyclopentylmethanone). Isolated yield 45.7%. As a reaction SMILES: [Cl:1][C:2]1[CH:15]=[CH:14][C:5]([O:6][C:7]2[CH:12]=[CH:11][CH:10]=[CH:9][C:8]=2[NH2:13])=[CH:4][CH:3]=1.[CH:16]1([C:21]([N:23]2[CH2:28][CH2:27][C:26](=O)[CH2:25][CH2:24]2)=[O:22])[CH2:20][CH2:19][CH2:18][CH2:17]1.C(O)(=O)C.C(O[BH-](OC(=O)C)OC(=O)C)(=O)C.[Na+]>ClCCCl>[Cl:1][C:2]1[CH:15]=[CH:14][C:5]([O:6][C:7]2[CH:12]=[CH:11][CH:10]=[CH:9][C:8]=2[NH:13][CH:26]2[CH2:27][CH2:28][N:23]([C:21]([CH:16]3[CH2:20][CH2:19][CH2:18][CH2:17]3)=[O:22])[CH2:24][CH2:25]2)=[CH:4][CH:3]=1 |f:3.4|. Procedure details: To a solution of 2-(4-chlorophenoxy)phenylamine (100 mg, 0.45 mmol), 1-cyclopentylcarbonyl-4-piperidone (144 mg, 0.735 mmol) and acetic acid (147 mg, 2.45 mmol) in DCE (1.5 ml) was added sodium triacetoxyborohydride (260 mg, 1.23 mmol). This solution was then heated at 100° C. for 15 minutes in a CEM discover microwave (fixed hold time set to on). The reaction mixture was then quenched with saturated aqueous sodium bicarbonate solution (5 ml) and extraction with ethyl acetate (3×5 ml) followed. ... Starting materials: ClC1=NC2=CC=CC=C2N=C1Cl (2,3-Dichloroquinoxaline), C([O-])([O-])=O.[NH4+].[NH4+] (ammonium carbonate), O (water), C(C)(=O)OCC (ethyl acetate). Solvent: CN(C=O)C (N,N-dimethylformamide). Reaction conditions: temperature 60 celsius, time 72 hour. The product is NC1=NC2=CC=CC=C2N=C1Cl (2-amino-3-chloroquinoxaline). The yield is 26.8%. RXN SMILES: [Cl:1][C:2]1[C:11](Cl)=[N:10][C:9]2[C:4](=[CH:5][CH:6]=[CH:7][CH:8]=2)[N:3]=1.C(=O)([O-])[O-].[NH4+:17].[NH4+].O.C(OCC)(=O)C>CN(C)C=O>[NH2:17][C:11]1[C:2]([Cl:1])=[N:3][C:4]2[C:9](=[CH:8][CH:7]=[CH:6][CH:5]=2)[N:10]=1 |f:1.2.3|. Procedure: 2,3-Dichloroquinoxaline (9.90 g, 50.0 mmol) and ammonium carbonate (24.3 g, 300 mmol) were suspended in N,N-dimethylformamide (50 mL) in a stainless steel sealed tube and the mixture was stirred at 60° C. for 72 hours. After water was added to the reaction mixture, extraction with ethyl acetate was performed, followed by washing with brine and drying over anhydrous sodium sulfate. The solvent was evaporated off under reduced pressure, and the residue was purified by silica gel column chromatogra... Reactants: CCO, [Na+], [OH-], COC(=O)c1ccc(NC(=O)c2ccccc2Cc2ccccc2)cc1. Product: [Na+], O=C([O-])c1ccc(NC(=O)c2ccccc2Cc2ccccc2)cc1. RXN SMILES: [CH3:29][CH2:30][OH:31].[Na+:28].[OH-:27].[c:1]1([CH2:7][c:8]2[c:9]([C:10](=[O:11])[NH:12][c:13]3[cH:14][cH:15][c:16]([C:17](=[O:18])[O:19][CH3:20])[cH:21][cH:22]3)[cH:23][cH:24][cH:25][cH:26]2)[cH:2][cH:3][cH:4][cH:5][cH:6]1>>[Na+:28].[c:1]1([CH2:7][c:8]2[c:9]([C:10](=[O:11])[NH:12][c:13]3[cH:14][cH:15][c:16]([C:17](=[O:18])[O-:19])[cH:21][cH:22]3)[cH:23][cH:24][cH:25][cH:26]2)[cH:2][cH:3][cH:4][cH:5][cH:6]1.